Task: describe an organic reaction: reactants, conditions, products, and yield. Dataset: the Open Reaction Database (ORD), a public repository of structured organic reaction records Starting materials: C(C)(C)(C)OC(=O)N[C@H](C(=O)OC1CCCC1)CC=C (cyclopentyl(2S)-2-[(tert-butoxycarbonyl)amino]pent-4-enoate), BrC1=CC=C(C=C1)I (1-bromo-4-iodobenzene), C(=O)(O)[O-].[Na+] (NaHCO3), N#N (N2), C(=O)(O)[O-].[Na+] (NaHCO3). Reagents/catalysts: CCCC[N+](CCCC)(CCCC)CCCC.[I-] (TBAI), C(C)(=O)[O-].[Pd+2].C(C)(=O)[O-] (palladium acetate), CCCC[N+](CCCC)(CCCC)CCCC.[I-] (TBAI), CC(=O)[O-].CC(=O)[O-].[Pd+2] (Pd(OAc)2). Run in C(C)#N (acetonitrile). Reaction conditions: temperature 70 celsius, time 24 hour. Yields the product BrC1=CC=C(C=C1)/C=C/C[C@@H](C(=O)OC1CCCC1)NC(=O)OC(C)(C)C (Cyclopentyl(2S,4E)-5-(4-bromophenyl)-2-[(tert-butoxycarbonyl)amino]pent-4-enoate). Isolated yield 52.5%. Reaction SMILES: [C:1]([O:5][C:6]([NH:8][C@@H:9]([CH2:18][CH:19]=[CH2:20])[C:10]([O:12][CH:13]1[CH2:17][CH2:16][CH2:15][CH2:14]1)=[O:11])=[O:7])([CH3:4])([CH3:3])[CH3:2].[Br:21][C:22]1[CH:27]=[CH:26][C:25](I)=[CH:24][CH:23]=1.C([O-])(O)=O.[Na+].N#N>CCCC[N+](CCCC)(CCCC)CCCC.[I-].C(#N)C.C([O-])(=O)C.[Pd+2].C([O-])(=O)C>[Br:21][C:22]1[CH:27]=[CH:26][C:25](/[CH:20]=[CH:19]/[CH2:18][C@H:9]([NH:8][C:6]([O:5][C:1]([CH3:4])([CH3:3])[CH3:2])=[O:7])[C:10]([O:12][CH:13]2[CH2:14][CH2:15][CH2:16][CH2:17]2)=[O:11])=[CH:24][CH:23]=1 |f:2.3,5.6,8.9.10|. Procedure: A solution of cyclopentyl(2S)-2-[(tert-butoxycarbonyl)amino]pent-4-enoate (0.88 g, 3.11 mmol), 1-bromo-4-iodobenzene (0.966 g, 3.42 mmol), TBAI (1.262 g, 3.42 mmol) and NaHCO3 (0.783 g, 9.32 mmol) in acetonitrile (10 ml) was purged with N2 and palladium acetate (0.070 g, 0.311 mmol) was added. The reaction was then heated at 70° C. overnight. LCMS showed incomplete conversion and so the reaction was purged with nitrogen again and a further 0.05 eq (35 mg) of Pd(OAc)2, 0.25 eq (460 mg) of TBAI an... The reactants are COCCC1(C(=O)NC(Cc2ccc(NC(=O)c3c(Cl)cccc3Cl)cc2)C(=O)OC)CCCC1, CCO, [Na+], C1CCOC1, [OH-]. The product is COCCC1(C(=O)NC(Cc2ccc(NC(=O)c3c(Cl)cccc3Cl)cc2)C(=O)O)CCCC1. As a reaction SMILES: [CH3:1][O:2][C:3]([CH:4]([NH:5][C:6](=[O:7])[C:8]1([CH2:13][CH2:14][O:15][CH3:16])[CH2:9][CH2:10][CH2:11][CH2:12]1)[CH2:17][c:18]1[cH:19][cH:20][c:21]([NH:24][C:25](=[O:26])[c:27]2[c:28]([Cl:34])[cH:29][cH:30][cH:31][c:32]2[Cl:33])[cH:22][cH:23]1)=[O:35].[CH3:38][CH2:39][OH:40].[Na+:37].[O:41]1[CH2:42][CH2:43][CH2:44][CH2:45]1.[OH-:36]>>[O:2]=[C:3]([CH:4]([NH:5][C:6](=[O:7])[C:8]1([CH2:13][CH2:14][O:15][CH3:16])[CH2:9][CH2:10][CH2:11][CH2:12]1)[CH2:17][c:18]1[cH:19][cH:20][c:21]([NH:24][C:25](=[O:26])[c:27]2[c:28]([Cl:34])[cH:29][cH:30][cH:31][c:32]2[Cl:33])[cH:22][cH:23]1)[OH:35].